This data is from the Open Reaction Database (ORD), a public repository of structured organic reaction records. The task is: describe an organic reaction: reactants, conditions, products, and yield Reactants: FC=1C=C(C(=C(C1)C1=CC(=CC=C1)C(=O)O)OC)[N+](=O)[O-] (5′-fluoro-2′-methoxy-3′-nitro-biphenyl-3-carboxylic acid). The solvent is Br (hydrobromic acid). Conditions: temperature 120 celsius. The product is [N+](=O)([O-])C=1C(=C(C=C(C1)F)C1=CC(=CC=C1)C(=O)O)O (3′-nitro-5′-fluoro-2′-hydroxy-biphenyl-3-carboxylic acid). Isolated yield 85.9%. Reaction SMILES: [F:1][C:2]1[CH:3]=[C:4]([N+:19]([O-:21])=[O:20])[C:5]([O:17]C)=[C:6]([C:8]2[CH:13]=[CH:12][CH:11]=[C:10]([C:14]([OH:16])=[O:15])[CH:9]=2)[CH:7]=1>Br>[N+:19]([C:4]1[C:5]([OH:17])=[C:6]([C:8]2[CH:13]=[CH:12][CH:11]=[C:10]([C:14]([OH:16])=[O:15])[CH:9]=2)[CH:7]=[C:2]([F:1])[CH:3]=1)([O-:21])=[O:20]. Reported procedure: 5′-Fluoro-2′-methoxy-3′-nitro-biphenyl-3-carboxylic acid 2d (2.91 g, 10.0 mmol) was dissolved in 10 mL of hydrobromic acid (40%). The reaction mixture was heated to reflux at 120° C. overnight. The reaction was monitored by TLC until the disappearance of the starting materials. The mixture was concentrated under reduced pressure and the resulting residue was purified by silica gel column chromatography to obtain the title compound 3′-nitro-5′-fluoro-2′-hydroxy-biphenyl-3-carboxylic acid 2e (2.38...